This data is from the Open Reaction Database (ORD), a public repository of structured organic reaction records. The task is: describe an organic reaction: reactants, conditions, products, and yield The reactants are CNc1cc(N(C)OC)ncc1CCl, Nc1cc([N+](=O)[O-])c(F)cc1Cl, c1ccncc1. The product is CNc1cc(N(C)OC)ncc1CNc1cc([N+](=O)[O-])c(F)cc1Cl. RXN SMILES: [Cl:13][CH2:14][c:15]1[c:16]([NH:25][CH3:26])[cH:17][c:18]([N:21]([CH3:22])[O:23][CH3:24])[n:19][cH:20]1.[Cl:1][c:2]1[c:3]([NH2:12])[cH:4][c:5]([N+:9](=[O:10])[O-:11])[c:6]([F:8])[cH:7]1.[cH:27]1[cH:28][cH:29][n:30][cH:31][cH:32]1>>[Cl:1][c:2]1[c:3]([NH:12][CH2:14][c:15]2[c:16]([NH:25][CH3:26])[cH:17][c:18]([N:21]([CH3:22])[O:23][CH3:24])[n:19][cH:20]2)[cH:4][c:5]([N+:9](=[O:10])[O-:11])[c:6]([F:8])[cH:7]1. RXN SMILES: C(O[C@:5]1([C@:29]2([CH3:30])[C@H:15]([C@H:16]3[C@H:26]([C@@H:27]([OH:31])[CH2:28]2)[C@:24]2([CH3:25])[C:19](=[CH:20][C:21](=[O:32])[CH:22]=[CH:23]2)[CH2:18][CH2:17]3)[CH2:14][CH2:13]1)[C:6](=[O:12])[CH2:7][O:8][C:9](=[O:11])[CH3:10])(=O)C.C([O-])(=O)C.[K+]>CN(C)C=O>[C:9]([O:8][CH2:7][C:6](=[O:12])[C:5]1[C@:29]2([CH3:30])[C@H:15]([C@H:16]3[C@H:26]([C@@H:27]([OH:31])[CH2:28]2)[C@:24]2([CH3:25])[C:19](=[CH:20][C:21](=[O:32])[CH:22]=[CH:23]2)[CH2:18][CH2:17]3)[CH2:14][CH:13]=1)(=[O:11])[CH3:10] |f:1.2|. Run at temperature 105 celsius, time 6 hour. Yields the product C(C)(=O)OCC(C1=CC[C@H]2[C@@H]3CCC4=CC(C=C[C@]4(C)[C@H]3[C@H](C[C@]12C)O)=O)=O (21-acetoxy-11β-hydroxyl-1,4,16-pregnatriene-3,20-dione). Solvent: CN(C=O)C (dimethylformamide). Yield: 91.8%. Procedure: To a solution of the product of Example 13 (21.4 g) in 250 ml dimethylformamide, potassium acetate (25 g) was added. After stirring at 105° C. under nitrogen for 6 hours, the reaction mixture was cooled down to room temperature and poured into ice water (3 L). After filtration, crystallization from acetone afforded 21-acetoxy-11β-hydroxyl-1,4,16-pregnatriene-3,20-dione (17 g, 89.8%). Recrystallization gave yellowish long cubic, m.p.=203°-205° C. NMR (CDCl3) δ 1.25 (s, 3H, 13--CH3), 1.48 (s, 3H, ... The reactants are C(C)(=O)O[C@]1(C(COC(C)=O)=O)CC[C@H]2[C@@H]3CCC4=CC(C=C[C@]4(C)[C@H]3[C@H](C[C@]12C)O)=O (17α,21-diacetoxy-11β-hydroxy-1,4-pregnadiene-3,20-dione), C(C)(=O)[O-].[K+] (potassium acetate), ice water. The reactants are N#Cc1ccccc1Br, CCCC[Sn](CCCC)(CCCC)c1ccc2c(c1)CCC2=O, C1COCCO1. Product: N#Cc1ccccc1-c1ccc2c(c1)CCC2=O. RXN SMILES: [Br:24][c:25]1[c:26]([C:27]#[N:28])[cH:29][cH:30][cH:31][cH:32]1.[CH2:1]([Sn:2]([CH2:3][CH2:4][CH2:5][CH3:16])([c:6]1[cH:7][c:8]2[c:12]([cH:13][cH:14]1)[C:11](=[O:15])[CH2:10][CH2:9]2)[CH2:17][CH2:18][CH2:19][CH3:20])[CH2:21][CH2:22][CH3:23].[O:33]1[CH2:34][CH2:35][O:36][CH2:37][CH2:38]1>>[c:6]1(-[c:25]2[c:26]([C:27]#[N:28])[cH:29][cH:30][cH:31][cH:32]2)[cH:7][c:8]2[c:12]([cH:13][cH:14]1)[C:11](=[O:15])[CH2:10][CH2:9]2. The reactants are CN(C)C1CCNCC1, Nc1cc(Cl)ccc1[N+](=O)[O-], [K+], [K+], O=C([O-])[O-], CN(C)C=O. The product is CN(C)C1CCN(c2ccc([N+](=O)[O-])c(N)c2)CC1. As a reaction SMILES: [CH3:12][N:13]([CH:14]1[CH2:15][CH2:16][NH:17][CH2:18][CH2:19]1)[CH3:20].[Cl:1][c:2]1[cH:3][cH:4][c:5]([N+:9](=[O:10])[O-:11])[c:6]([NH2:7])[cH:8]1.[K+:21].[K+:22].[O-:23][C:24]([O-:25])=[O:26].[O:27]=[CH:28][N:29]([CH3:30])[CH3:31]>>[c:2]1([N:17]2[CH2:16][CH2:15][CH:14]([N:13]([CH3:12])[CH3:20])[CH2:19][CH2:18]2)[cH:3][cH:4][c:5]([N+:9](=[O:10])[O-:11])[c:6]([NH2:7])[cH:8]1. The reagents and catalysts are [Pd] (Pd/C). Reactants: Cl.CN1C(=C(C(C=C1C)=O)O)COC (1,6-dimethyl-2-methoxymethyl-3-hydroxy-pyridin-4(1H)-one hydrochloride), Cl.C(C)N1C(=C(C(C=C1C)=O)OCC1=CC=CC=C1)COC (1-ethyl-2-methoxymethyl-3-benzyloxy-6-methyl-pyridin-4(1H)-one hydrochloride). Isolated yield 83.0%. The product is Cl.C(C)N1C(=C(C(C=C1C)=O)O)COC (1-Ethyl-2-methoxymethyl-3-hydroxy-6-methyl-pyridin-4(1H)-one hydrochloride). Reported procedure: In an analogous hydrogenation procedure in the preparation of 1,6-dimethyl-2-methoxymethyl-3-hydroxy-pyridin-4(1H)-one hydrochloride using 1-ethyl-2-methoxymethyl-3-benzyloxy-6-methyl-pyridin-4(1H)-one hydrochloride (1.3 g, 4 mmol) and 5% Pd/C catalyst (0.3 g) yield the title compound 0.78 g (83%) after recrystallisation from methanol/diethyl ether, as a white crystalline solid. m.p. 174-176° C. Reaction SMILES: [ClH:1].CN1C(C)=CC(=O)C(O)=C1COC.Cl.[CH2:16]([N:18]1[C:23]([CH3:24])=[CH:22][C:21](=[O:25])[C:20]([O:26]CC2C=CC=CC=2)=[C:19]1[CH2:34][O:35][CH3:36])[CH3:17]>[Pd]>[ClH:1].[CH2:16]([N:18]1[C:23]([CH3:24])=[CH:22][C:21](=[O:25])[C:20]([OH:26])=[C:19]1[CH2:34][O:35][CH3:36])[CH3:17] |f:0.1,2.3,5.6|. Starting materials: C(CC1=CC=CC=C1)C=1C=C2C(=CNC2=CC1)C=C[N+](=O)[O-] (5-phenethyl-3-(2-nitroethenyl)indole). Solvent: C1CCOC1 (THF), C1CCOC1 (THF). Yields the product NCCC1=CNC2=CC=C(C=C12)CCC1=CC=CC=C1 (3-(2-aminoethyl)-5-(2-phenylethyl)indole). Yield: 56.0%. Reaction SMILES: [CH2:1]([C:9]1[CH:10]=[C:11]2[C:15](=[CH:16][CH:17]=1)[NH:14][CH:13]=[C:12]2[CH:18]=[CH:19][N+:20]([O-])=O)[CH2:2][C:3]1[CH:8]=[CH:7][CH:6]=[CH:5][CH:4]=1>C1COCC1>[NH2:20][CH2:19][CH2:18][C:12]1[C:11]2[C:15](=[CH:16][CH:17]=[C:9]([CH2:1][CH2:2][C:3]3[CH:8]=[CH:7][CH:6]=[CH:5][CH:4]=3)[CH:10]=2)[NH:14][CH:13]=1. Procedure: A solution of the 5-phenethyl-3-(2-nitroethenyl)indole (0.1 g, 0.4 mmol)in dry THF was added dropwise to a cooled (ice bath) suspension of LiAIH4 (0.1 g, 2.4 mmol) in 5 ml of dry THF under nitrogen. The mixture was heated at reflux for 45 min. Excess LiAIH4 was destroyed by successive addition of H2O (0.15 ml), 15% NaOH (0.15 ml) and H2O (0.4 ml). The precipitate was removed by filtration and washed with THF (10 ml). After drying (MgSO4), the filtrate was evaporated under reduced pressure to giv...